This data is from the Open Reaction Database (ORD), a public repository of structured organic reaction records. The task is: describe an organic reaction: reactants, conditions, products, and yield The reactants are Cc1ccc(S(=O)(=O)OCC2Cc3ccc(F)c(-c4ccccc4Cl)c3O2)cc1, CN, Cl. Yields the product CNCC1Cc2ccc(F)c(-c3ccccc3Cl)c2O1. Reaction SMILES: [CH3:2][c:3]1[cH:4][cH:5][c:6]([S:7]([O:8][CH2:13][CH:14]2[O:15][c:16]3[c:17]([cH:19][cH:20][c:21]([F:30])[c:22]3-[c:23]3[c:24]([Cl:29])[cH:25][cH:26][cH:27][cH:28]3)[CH2:18]2)(=[O:9])=[O:10])[cH:11][cH:12]1.[CH3:31][NH2:32].[ClH:1]>>[CH2:13]([CH:14]1[O:15][c:16]2[c:17]([cH:19][cH:20][c:21]([F:30])[c:22]2-[c:23]2[c:24]([Cl:29])[cH:25][cH:26][cH:27][cH:28]2)[CH2:18]1)[NH:32][CH3:31]. Starting materials: ClC1=CC=C(C=C1)C1(CCNCC1)C (4-(4-chloro-phenyl)-4-methyl-piperidine), C(C1=CC=CC=C1)N1CCC(CC1)(C)C1=C(C=CC=C1)Cl (1-benzyl-4-(2-chloro-phenyl)-4-methylpiperidine), C(C1=CC=CC=C1)N1CCC(CC1)(C)C1=CC=C(C=C1)Cl (1-benzyl-4-(4-chloro-phenyl)-4-methyl-piperidine), ClC(C)OC(=O)Cl (1-chloroethylchloroformate). Solvent: CO (methanol). Product: ClC1=C(C=CC=C1)C1(CCNCC1)C (4-(2-Chloro-phenyl)-4-methyl-piperidine). Reaction SMILES: C([N:8]1[CH2:13][CH2:12][C:11]([C:15]2[CH:20]=[CH:19][CH:18]=[CH:17][C:16]=2[Cl:21])([CH3:14])[CH2:10][CH2:9]1)C1C=CC=CC=1.C(N1CCC(C2C=CC(Cl)=CC=2)(C)CC1)C1C=CC=CC=1.ClC(OC(Cl)=O)C.ClC1C=CC(C2(C)CCNCC2)=CC=1>CO>[Cl:21][C:16]1[CH:17]=[CH:18][CH:19]=[CH:20][C:15]=1[C:11]1([CH3:14])[CH2:10][CH2:9][NH:8][CH2:13][CH2:12]1. Procedure details: The mixture of 1-benzyl-4-(2-chloro-phenyl)-4-methylpiperidine and 1-benzyl-4-(4-chloro-phenyl)-4-methyl-piperidine (1.6 g) was dissolved in methanol (30 mL) and 1-chloroethylchloroformate (0.9 mL) was added. The mixture was heated at reflux for 10 minutes and allowed to cool. The solvent was removed by evaporation under vacuum and the residue precipitated from ethyl acetate with ether to give a 4:1 mixture of the title compound and 4-(4-chloro-phenyl)-4-methyl-piperidine which was used directly...